This data is from the Open Reaction Database (ORD), a public repository of structured organic reaction records. The task is: describe an organic reaction: reactants, conditions, products, and yield Starting materials: COC(C1=C(C=C(C(=C1)CC)C(F)(F)F)N(CCCC(=O)OC)C(=O)OC(C)C)=O (5-ethyl-2-[isopropoxycarbonyl-(3-methoxycarbonyl-propyl)-amino]-4-trifluoromethyl-benzoic acid methyl ester), CC(C)([O-])C.[K+] (potassium tert-butoxide). Solvent: C1(=CC=CC=C1)C (toluene). Conditions: time 30 minute. Product: COC(=O)C1C(C2=C(N(CC1)C(=O)OC(C)C)C=C(C(=C2)CC)C(F)(F)F)=O (7-Ethyl-5-oxo-8-trifluoromethyl-2,3,4,5-tetrahydro-benzo[b]azepine-1,4-dicarboxylic acid 1-isopropyl ester 4-methyl ester). The yield is 85.0%. RXN SMILES: C[O:2][C:3](=O)[C:4]1[CH:9]=[C:8]([CH2:10][CH3:11])[C:7]([C:12]([F:15])([F:14])[F:13])=[CH:6][C:5]=1[N:16]([C:24]([O:26][CH:27]([CH3:29])[CH3:28])=[O:25])[CH2:17][CH2:18][CH2:19][C:20]([O:22][CH3:23])=[O:21].CC(C)([O-])C.[K+]>C1(C)C=CC=CC=1>[CH3:23][O:22][C:20]([CH:19]1[CH2:18][CH2:17][N:16]([C:24]([O:26][CH:27]([CH3:29])[CH3:28])=[O:25])[C:5]2[CH:6]=[C:7]([C:12]([F:14])([F:13])[F:15])[C:8]([CH2:10][CH3:11])=[CH:9][C:4]=2[C:3]1=[O:2])=[O:21] |f:1.2|. Reported procedure: To a 0° C. cooled solution of 5-ethyl-2-[isopropoxycarbonyl-(3-methoxycarbonyl-propyl)-amino]-4-trifluoromethyl-benzoic acid methyl ester (39.72 g, 91.64 mmol) in toluene add potassium tert-butoxide (24.68 g, 219.92 mmol). Stir the mixture at room temperature for 30 min under an atmosphere of N2. Quench the mixture with 2 N HCl (150 mL) and dilute with ethyl acetate (1.5 L). Wash with water (2×400 mL) and brine (500 mL). Dry the organic layer over anhydrous sodium sulfate and filter through Celi... Reactants: CCn1cc(-c2ccnc3[nH]ccc23)c(-c2ccc(N)cc2)n1, O=C(Cl)N1CCCC1, c1ccncc1. Yields the product CCn1cc(-c2ccnc3[nH]ccc23)c(-c2ccc(NC(=O)N3CCCC3)cc2)n1. As a reaction SMILES: [CH2:1]([CH3:2])[n:3]1[n:4][c:5](-[c:17]2[cH:18][cH:19][c:20]([NH2:21])[cH:22][cH:23]2)[c:6](-[c:8]2[c:9]3[c:10]([n:11][cH:12][cH:13]2)[nH:14][cH:15][cH:16]3)[cH:7]1.[N:24]1([C:29](=[O:30])[Cl:31])[CH2:25][CH2:26][CH2:27][CH2:28]1.[cH:32]1[cH:33][cH:34][n:35][cH:36][cH:37]1>>[CH2:1]([CH3:2])[n:3]1[n:4][c:5](-[c:17]2[cH:18][cH:19][c:20]([NH:21][C:29]([N:24]3[CH2:25][CH2:26][CH2:27][CH2:28]3)=[O:30])[cH:22][cH:23]2)[c:6](-[c:8]2[c:9]3[c:10]([n:11][cH:12][cH:13]2)[nH:14][cH:15][cH:16]3)[cH:7]1.